This data is from the Open Reaction Database (ORD), a public repository of structured organic reaction records. The task is: describe an organic reaction: reactants, conditions, products, and yield Solvent: C(C)O (ethanol). The product is N1=C(C=CC=C1)C(C#N)=CC1=CC(=CC(=C1)C(C)(C)C)C(C)(C)C (2-(2-pyridyl)-3-(3,5-di-tert-butylphenyl)-2-propenenitrile). RXN SMILES: [C:1]([C:5]1[CH:6]=[C:7]([CH:10]=[C:11]([C:13]([CH3:16])([CH3:15])[CH3:14])[CH:12]=1)[CH:8]=O)([CH3:4])([CH3:3])[CH3:2].[N:17]1[CH:22]=[CH:21][CH:20]=[CH:19][C:18]=1[CH2:23][C:24]#[N:25]>C(O)C.N1CCCCC1>[N:17]1[CH:22]=[CH:21][CH:20]=[CH:19][C:18]=1[C:23](=[CH:8][C:7]1[CH:6]=[C:5]([C:1]([CH3:4])([CH3:3])[CH3:2])[CH:12]=[C:11]([C:13]([CH3:16])([CH3:15])[CH3:14])[CH:10]=1)[C:24]#[N:25]. The reagents and catalysts are N1CCCCC1 (piperidine). Reactants: CaSO4, C(C)(C)(C)C=1C=C(C=O)C=C(C1)C(C)(C)C (3,5-di-tertbutylbenzaldehyde), N1=C(C=CC=C1)CC#N (2-pyridylacetonitrile). Procedure: To a stirred solution of 2.0 g (9.17 mmole) 3,5-di-tertbutylbenzaldehyde in 75 ml absolute ethanol are added 1.19 g (10.1 mmole) 2-pyridylacetonitrile and 12 drops piperidine. The reaction flask is equipped with a condenser and a drying tube (using anhydrous CaSO4), and the reaction is stirred and heated. After refluxing for 8 hours, the reaction is allowed to cool to room temperature and stirred overnight for 16 hours. The solvent is removed by rotary evaporation, and the residue purified by fl... Procedure: 2-Chlorobenzimidazole is reacted with 2-bromoacetyl-4-ethylthio-3-methylpyridine in the presence of K2CO3 to give 2-chloro-1-[2-[4-ethylthio-3-methylpyridyl])-2-oxoethyl]benzimidazole. This is reacted with thiourea and treated with NH4OH to give 2-mercapto-1-(2-(2-(4-ethylthio-3-methylpyridyl))-2-oxoethyl)benzimidazole Reaction SMILES: Cl[C:2]1[NH:3][C:4]2[CH:10]=[CH:9][CH:8]=[CH:7][C:5]=2[N:6]=1.BrCC(C1C(C)=C(SCC)C=CN=1)=O.C([O-])([O-])=O.[K+].[K+]>>[N:3]1[C:4]2[CH:10]=[CH:9][CH:8]=[CH:7][C:5]=2[NH:6][CH:2]=1 |f:2.3.4|. The reactants are ClC=1NC2=C(N1)C=CC=C2 (2-Chlorobenzimidazole), BrCC(=O)C1=NC=CC(=C1C)SCC (2-bromoacetyl-4-ethylthio-3-methylpyridine), C(=O)([O-])[O-].[K+].[K+] (K2CO3). Product: N1=CNC2=C1C=CC=C2 (benzimidazole). The reactants are IC1=CC=C(C=C1)[C@@H]1[C@@H](CCC1)NS(=O)(=O)C(C)C ((+,−) Cis propane-2-sulfonic acid [2-(4-iodo-phenyl)-cyclopentyl]-amide), C(#N)C1=CC=C(C=C1)B(O)O (4-cyanophenyl boronic acid), palladium tetrakis triphenylphosphine, C([O-])([O-])=O.[Cs+].[Cs+] (cesium carbonate). The solvent is O1CCOCC1 (dioxane). Reaction conditions: temperature 85 celsius, time 8 hour. Product: C(#N)C1=CC=C(C=C1)C1=CC=C(C=C1)[C@@H]1[C@@H](CCC1)NS(=O)(=O)C(C)C ((+,−) Cis Propane-2-sulfonic Acid [2-(4′-cyano-biphenyl-4-yl)-cyclopentyl]-amide). Yield: 8.6%. Reaction SMILES: I[C:2]1[CH:7]=[CH:6][C:5]([C@H:8]2[CH2:12][CH2:11][CH2:10][C@H:9]2[NH:13][S:14]([CH:17]([CH3:19])[CH3:18])(=[O:16])=[O:15])=[CH:4][CH:3]=1.[C:20]([C:22]1[CH:27]=[CH:26][C:25](B(O)O)=[CH:24][CH:23]=1)#[N:21].C(=O)([O-])[O-].[Cs+].[Cs+]>O1CCOCC1>[C:20]([C:22]1[CH:27]=[CH:26][C:25]([C:2]2[CH:7]=[CH:6][C:5]([C@H:8]3[CH2:12][CH2:11][CH2:10][C@H:9]3[NH:13][S:14]([CH:17]([CH3:19])[CH3:18])(=[O:16])=[O:15])=[CH:4][CH:3]=2)=[CH:24][CH:23]=1)#[N:21] |f:2.3.4|. Procedure: (+,−) Cis propane-2-sulfonic acid [2-(4-iodo-phenyl)-cyclopentyl]-amide (150 mg, 0.38 mmol, prepared in example 17) was treated with 4-cyanophenyl boronic acid (56 mg, 0.38 mmol), palladium tetrakis triphenylphosphine (22 mg, 0.02 mmol) and cesium carbonate (150 mg, 0.46) under nitrogen in 10 mL of degassed dioxane. The reaction was heated to 85° C. and stirred overnight. The reaction was concentrated in vacuo and purified by radial chromatography eluting with 30:70 ethyl acetate:hexanes to give...